This data is from the Open Reaction Database (ORD), a public repository of structured organic reaction records. The task is: describe an organic reaction: reactants, conditions, products, and yield Starting materials: CO (methanol), CC(C)([O-])C.[K+] (potassium tert-butoxide), CN1C2=CC=C(C=C2SC=2C=C(C=CC12)C=O)C=O (10-methylphenothiazine-3,7-dicarbaldehyde), C(C1=CC=CC=C1)(C1=CC=CC=C1)P(OCC)(OCC)=O (diethyl benzhydrylphosphonate). Run in CS(=O)C (dimethyl sulfoxide). Run at time 5 hour. The product is C1(=CC=CC=C1)C(=CC=1C=CC=2N(C3=CC=C(C=C3SC2C1)C=C(C1=CC=CC=C1)C1=CC=CC=C1)C)C1=CC=CC=C1 (3,7-Bis(2,2-diphenylvinyl)-10-methylphenothiazine). As a reaction SMILES: [CH3:1][C:2]([CH3:5])([O-])[CH3:3].[K+].[CH3:7][N:8]1[C:21]2[CH:20]=[CH:19][C:18]([CH:22]=O)=[CH:17][C:16]=2[S:15][C:14]2[C:9]1=[CH:10][CH:11]=[C:12]([CH:24]=O)[CH:13]=2.[CH:26](P(=O)(OCC)OCC)([C:33]1[CH:38]=[CH:37][CH:36]=[CH:35][CH:34]=1)[C:27]1[CH:32]=[CH:31][CH:30]=[CH:29][CH:28]=1.CO>CS(C)=O>[C:2]1([C:5]([C:9]2[CH:14]=[CH:13][CH:12]=[CH:11][CH:10]=2)=[CH:24][C:12]2[CH:11]=[CH:10][C:9]3[N:8]([CH3:7])[C:21]4[C:16]([S:15][C:14]=3[CH:13]=2)=[CH:17][C:18]([CH:22]=[C:26]([C:27]2[CH:28]=[CH:29][CH:30]=[CH:31][CH:32]=2)[C:33]2[CH:34]=[CH:35][CH:36]=[CH:37][CH:38]=2)=[CH:19][CH:20]=4)[CH:3]=[CH:17][CH:16]=[CH:21][CH:1]=1 |f:0.1|. Procedure: 3.46 g (30.4 mmol) of potassium tert-butoxide and then 3.60 g (13.4 mmol) of 10-methylphenothiazine-3,7-dicarbaldehyde were added with stirring and at room temperature to a solution of 8.20 g (26.8 mmol) of diethyl benzhydrylphosphonate (prepared analogously to Example 13 in U.S. Pat. No. 5,130,603) in 60 ml of anhydrous dimethyl sulfoxide, in the course of which the temperature rose from 25 to 43° C. After stirring at room temperature for 5 hours, the reaction solution was admixed with 150 ml o...